Dataset: the Open Reaction Database (ORD), a public repository of structured organic reaction records. Task: describe an organic reaction: reactants, conditions, products, and yield The reactants are O=c1[nH]cnc2c1CCN(Cc1ccccc1)C2, CN(C)c1ccccc1, CCOC(C)=O, ClCCCl, [Na+], O=C([O-])O, O, O=P(Cl)(Cl)Cl. Yields the product Clc1ncnc2c1CCN(Cc1ccccc1)C2. As a reaction SMILES: [CH2:1]([c:2]1[cH:3][cH:4][cH:5][cH:6][cH:7]1)[N:8]1[CH2:9][c:10]2[n:11][cH:12][nH:13][c:14](=[O:18])[c:15]2[CH2:16][CH2:17]1.[CH3:24][N:25]([c:26]1[cH:27][cH:28][cH:29][cH:30][cH:31]1)[CH3:32].[CH3:42][CH2:43][O:44][C:45](=[O:46])[CH3:47].[Cl:38][CH2:39][CH2:40][Cl:41].[Na+:37].[O-:33][C:34]([OH:35])=[O:36].[OH2:48].[P:19]([Cl:20])([Cl:21])([Cl:22])=[O:23]>>[CH2:1]([c:2]1[cH:3][cH:4][cH:5][cH:6][cH:7]1)[N:8]1[CH2:9][c:10]2[n:11][cH:12][n:13][c:14]([Cl:21])[c:15]2[CH2:16][CH2:17]1. Starting materials: BrC1=CC(=C(C=C1)CC(=O)O)F (2-(4-bromo-2-fluorophenyl)acetic acid), OS(=O)(=O)O (H2SO4), CO (MeOH). Procedure: To a solution of 2-(4-bromo-2-fluorophenyl)acetic acid (260 g, 1.13 mol) in MeOH (2 L) was added H2SO4 (30 mL) at rt. The solution was heated to reflux overnight. Then the solvent was concentrated and distributed between EA and saturated NaHCO3 solution. The combined organic extract was washed with brine, dried over Na2SO4, filtered and concentrated. Another batch was repeated using the same procedure. Then the two batches were combined to provide methyl 2-(4-bromo-2-fluorophenyl)acetate (520 g,... Yield: 94.0%. Product: BrC1=CC(=C(C=C1)CC(=O)OC)F (methyl 2-(4-bromo-2-fluorophenyl)acetate). Reaction SMILES: [Br:1][C:2]1[CH:7]=[CH:6][C:5]([CH2:8][C:9]([OH:11])=[O:10])=[C:4]([F:12])[CH:3]=1.OS(O)(=O)=O.[CH3:18]O>>[Br:1][C:2]1[CH:7]=[CH:6][C:5]([CH2:8][C:9]([O:11][CH3:18])=[O:10])=[C:4]([F:12])[CH:3]=1. The reactants are ClC1=CC(=C(CBr)C=C1)F (4-chloro-2-fluorobenzyl bromide), Grignard reagent, C(C1=CC=CC=C1)N1CCC(CC1)=O (N-benzyl-4-piperidone). Yields the product C(C1=CC=CC=C1)N1CCC(CC1)(O)CC1=C(C=C(C=C1)Cl)F (1-benzyl-4-(4-chloro-2-fluorobenzyl)-4-piperidinol). Reaction SMILES: [Cl:1][C:2]1[CH:9]=[CH:8][C:5]([CH2:6]Br)=[C:4]([F:10])[CH:3]=1.[CH2:11]([N:18]1[CH2:23][CH2:22][C:21](=[O:24])[CH2:20][CH2:19]1)[C:12]1[CH:17]=[CH:16][CH:15]=[CH:14][CH:13]=1>>[CH2:11]([N:18]1[CH2:23][CH2:22][C:21]([CH2:6][C:5]2[CH:8]=[CH:9][C:2]([Cl:1])=[CH:3][C:4]=2[F:10])([OH:24])[CH2:20][CH2:19]1)[C:12]1[CH:13]=[CH:14][CH:15]=[CH:16][CH:17]=1. Procedure: A sample of 4-chloro-2-fluorobenzyl bromide is converted to its Grignard reagent which is reacted with N-benzyl-4-piperidone to provide 1-benzyl-4-(4-chloro-2-fluorobenzyl)-4-piperidinol. The above is performed in a manner consistent with the procedure of Example 2A. This product is distilled at 175°-180° C., 0.18 mm to provide an orange oil which is converted in ether to its hydrogen chloride salt. The salt is recrystallized four times from an ethyl alcohol-ether mixture to provide the purified... Reactants: CC(C)=O, O=C=NC1CCCCC1, NS(=O)(=O)c1cnccc1NC1CCCCC1, [Na+], [OH-], O, O. Yields the product O=C(NC1CCCCC1)NS(=O)(=O)c1cnccc1NC1CCCCC1. RXN SMILES: [CH3:30][C:31]([CH3:32])=[O:33].[CH:20]1([N:26]=[C:27]=[O:28])[CH2:21][CH2:22][CH2:23][CH2:24][CH2:25]1.[CH:3]1([NH:9][c:10]2[c:11]([S:16](=[O:17])(=[O:18])[NH2:19])[cH:12][n:13][cH:14][cH:15]2)[CH2:4][CH2:5][CH2:6][CH2:7][CH2:8]1.[Na+:2].[OH-:1].[OH2:29].[OH2:34]>>[CH:3]1([NH:9][c:10]2[c:11]([S:16](=[O:17])(=[O:18])[NH:19][C:27]([NH:26][CH:20]3[CH2:21][CH2:22][CH2:23][CH2:24][CH2:25]3)=[O:28])[cH:12][n:13][cH:14][cH:15]2)[CH2:4][CH2:5][CH2:6][CH2:7][CH2:8]1. Reactants: CC(COC(C1=CC=C(C=C1)CCC1C(C(NC1)=C=S)C(=O)OCC)=O)C (4-(2-[2-thiocarbonyl-3-carboethoxypyrrolidin-4-yl]ethyl)benzoic acid 2,2-dimethylethyl ester). Solvent: FC(C(=O)O)(F)F (trifluoroacetic acid). Yields the product C(=S)=C1NCC(C1C(=O)OCC)CCC1=CC=C(C(=O)O)C=C1 (4-(2-(2-thiocarbonyl-3-carboethoxypyrrolidin-4-yl)ethyl)benzoic acid). The yield is 104.6%. As a reaction SMILES: CC(C)C[O:4][C:5](=[O:26])[C:6]1[CH:11]=[CH:10][C:9]([CH2:12][CH2:13][CH:14]2[CH2:18][NH:17][C:16](=[C:19]=[S:20])[CH:15]2[C:21]([O:23][CH2:24][CH3:25])=[O:22])=[CH:8][CH:7]=1>FC(F)(F)C(O)=O>[C:19](=[C:16]1[CH:15]([C:21]([O:23][CH2:24][CH3:25])=[O:22])[CH:14]([CH2:13][CH2:12][C:9]2[CH:8]=[CH:7][C:6]([C:5]([OH:26])=[O:4])=[CH:11][CH:10]=2)[CH2:18][NH:17]1)=[S:20]. Procedure details: A mixture of 4.17 grams (11.1 mmol) of 4-(2-[2-thiocarbonyl-3-carboethoxypyrrolidin-4-yl]ethyl)benzoic acid 2,2-dimethylethyl ester and 20 ml of trifluoroacetic acid was stirred at room temperature until a clear solution was obtained plus an additional 5 minutes. Next, the resulting mixture was concentrated in a rotary evaporator and the residue therefrom was dissolved in 10 ml of methanol. This new solution was carefully added to a suspension of 2 grams of NaHCO3 in saturated NaHCO3 solution. T...